Dataset: the Open Reaction Database (ORD), a public repository of structured organic reaction records. Task: describe an organic reaction: reactants, conditions, products, and yield Product: C1(CC1)C1=C(C=NO1)C(=O)C1=C(C2=C(SC=C2OC)C=C1)OC (5-cyclopropyl-4-(3,4dimethoxybenzo[b]thien-5-oyl)isoxazole). Starting materials: C1(CC1)C(C(C(=O)C1=C(C2=C(SC=C2OC)C=C1)OC)=COCC)=O (5-(3-cyclopropyl-2-ethoxymethylene-1,3-dioxoprop-1-yl)-3,4-dimethoxybenzo[b]thiophene), Cl.NO (hydroxylamine hydrochloride), O (water), C(C)(=O)[O-].[Na+] (Sodium acetate). Procedure details: A solution containing 5-(3-cyclopropyl-2-ethoxymethylene-1,3-dioxoprop-1-yl)-3,4-dimethoxybenzo[b]thiophene (0.59 g) and hydroxylamine hydrochloride (0.137 g) was stirred for 15 minutes in ethanol. Sodium acetate (anhydrous, 0.161 g) was added and the mixture stirred for 4 hours, before evaporation of the ethanol and addition of water. The mixture was extracted with ethyl acetate, dried (anhydrous magnesium sulphate) and evaporated in vacuo. The residue was purified by column chromatography on s... The yield is 44.5%. Run in C(C)O (ethanol), C(C)O (ethanol). As a reaction SMILES: [CH:1]1([C:4](=[O:25])[C:5](=[CH:21]OCC)[C:6]([C:8]2[CH:18]=[CH:17][C:11]3[S:12][CH:13]=[C:14]([O:15][CH3:16])[C:10]=3[C:9]=2[O:19][CH3:20])=[O:7])[CH2:3][CH2:2]1.Cl.[NH2:27]O.C([O-])(=O)C.[Na+].O>C(O)C>[CH:1]1([C:4]2[O:25][N:27]=[CH:21][C:5]=2[C:6]([C:8]2[CH:18]=[CH:17][C:11]3[S:12][CH:13]=[C:14]([O:15][CH3:16])[C:10]=3[C:9]=2[O:19][CH3:20])=[O:7])[CH2:3][CH2:2]1 |f:1.2,3.4|. The reactants are C(=O)(O)C=1C=C2COC(=O)C2=CC1 (5-Carboxyphthalid), C(C)(C)(C)N (tert.butylamine), ice water, CN(C)C=O (DMF), C1(=CC=CC=C1)C (Toluene). Solvent: C1CCOC1 (THF), S(=O)(Cl)Cl (thionylchloride). Reaction conditions: time 8 hour. Product: C(C)(C)(C)NC(=O)C=1C=C2COC(=O)C2=CC1 (5-tert.Butylcarbamylphthalid). RXN SMILES: [C:1]([C:4]1[CH:5]=[C:6]2[C:11](=[CH:12][CH:13]=1)[C:9](=[O:10])[O:8][CH2:7]2)([OH:3])=O.CN(C=O)C.C1(C)C=CC=CC=1.[C:26]([NH2:30])([CH3:29])([CH3:28])[CH3:27]>S(Cl)(Cl)=O.C1COCC1>[C:26]([NH:30][C:1]([C:4]1[CH:5]=[C:6]2[C:11](=[CH:12][CH:13]=1)[C:9](=[O:10])[O:8][CH2:7]2)=[O:3])([CH3:29])([CH3:28])[CH3:27]. Reported procedure: 5-Carboxyphthalid (36 g, 0.2 mole) is suspended in thionylchloride (100 mL). DMF (1.5 mL) is added and the mixture is refluxed for 1 hour. Toluene (200 mL) is added and the solvents are evaporated in vacuo. The residue is dissolved in THF (200 mL) and added to a solution of tert.butylamine (31 g, 0.42 mole) in THF (200 mL) at 5° C. The mixture is allowed to warm to room temperature and stirred overnight. The reaction is then poured into ice water (400 mL) and the precipitated crystals are filter... Starting materials: S1C(=CC=C1)C1(C2=C(CCC3=C1C=CC=C3)C=CC=C2)O (10,11-dihydro-5-(2-thienyl)-5H-dibenzo[a,d]cyclohepten-5-ol), COC([C@@H](NC(=O)OCC1C2=CC=CC=C2C=2C=CC=CC12)CO)=O (Nα -(9-fluorenylmethoxycarbonyl)-L-serine methyl ester). The product is S1C(=CC=C1)C1(C2=C(CCC3=C1C=CC=C3)C=CC=C2)OC[C@H](N)C(=O)O (O-[10,11-Dihydro-5-(2-thienyl)-5H-dibenzo[a,d]cyclohepten-5-yl]-L-serine). Reaction SMILES: [S:1]1[CH:5]=[CH:4][CH:3]=[C:2]1[C:6]1([OH:21])[C:12]2[CH:13]=[CH:14][CH:15]=[CH:16][C:11]=2[CH2:10][CH2:9][C:8]2[CH:17]=[CH:18][CH:19]=[CH:20][C:7]1=2.C[O:23][C:24](=[O:46])[C@H:25]([CH2:44]O)[NH:26]C(OCC1C2C=CC=CC=2C2C1=CC=CC=2)=O>>[S:1]1[CH:5]=[CH:4][CH:3]=[C:2]1[C:6]1([O:21][CH2:44][C@@H:25]([C:24]([OH:46])=[O:23])[NH2:26])[C:7]2[CH:20]=[CH:19][CH:18]=[CH:17][C:8]=2[CH2:9][CH2:10][C:11]2[CH:16]=[CH:15][CH:14]=[CH:13][C:12]1=2. Procedure details: from 10,11-dihydro-5-(2-thienyl)-5H-dibenzo[a,d]cyclohepten-5-ol (Example 2d) and Nα -(9-fluorenylmethoxycarbonyl)-L-serine methyl ester; Reactants: CCOC(=O)c1ccc2c(c1)CC(C)(C)C(c1cccc(NC(=O)N3CCCC3)c1)N2, CO, Cl, [Na+], C1CCOC1, [OH-], O. Product: CC1(C)Cc2cc(C(=O)O)ccc2NC1c1cccc(NC(=O)N2CCCC2)c1. RXN SMILES: [CH2:1]([CH3:2])[O:3][C:4](=[O:5])[c:6]1[cH:7][c:8]2[c:13]([cH:14][cH:15]1)[NH:12][CH:11]([c:16]1[cH:17][c:18]([NH:22][C:23](=[O:24])[N:25]3[CH2:26][CH2:27][CH2:28][CH2:29]3)[cH:19][cH:20][cH:21]1)[C:10]([CH3:30])([CH3:31])[CH2:9]2.[CH3:33][OH:34].[ClH:32].[Na+:41].[O:35]1[CH2:36][CH2:37][CH2:38][CH2:39]1.[OH-:40].[OH2:42]>>[O:3]=[C:4]([OH:5])[c:6]1[cH:7][c:8]2[c:13]([cH:14][cH:15]1)[NH:12][CH:11]([c:16]1[cH:17][c:18]([NH:22][C:23](=[O:24])[N:25]3[CH2:26][CH2:27][CH2:28][CH2:29]3)[cH:19][cH:20][cH:21]1)[C:10]([CH3:30])([CH3:31])[CH2:9]2. The reactants are CS(=O)(=O)O, Cc1ccc(-c2ccccc2C(=O)O)c(Cl)c1, O. Product: Cc1cc(Cl)c2c(c1)C(=O)c1ccccc1-2. As a reaction SMILES: [CH3:1][S:2](=[O:3])(=[O:4])[OH:5].[Cl:6][c:7]1[c:8](-[c:14]2[c:15]([C:20](=[O:21])[OH:22])[cH:16][cH:17][cH:18][cH:19]2)[cH:9][cH:10][c:11]([CH3:13])[cH:12]1.[OH2:23]>>[Cl:6][c:7]1[c:8]2[c:9]([cH:10][c:11]([CH3:13])[cH:12]1)[C:20](=[O:22])[c:15]1[c:14]-2[cH:19][cH:18][cH:17][cH:16]1. Starting materials: C(C)(C)(C)C1=C(N)C=CC=C1 (2-tert-butylaniline), C(C)(C)(C)C1=C(C=CC=C1)NC(C1=CC=C(C=C1)C)=O (N-(2-tert-butylphenyl)-4-methylbenzamide), [OH-].[Na+] (Sodium hydroxide). Run in C1(=CC=CC=C1)C (toluene). Conditions: time 1 hour. The product is C(C)(C)(C)C1=C(C=CC=C1)NC(C1=CC=C(C=C1)C)=NC1=C(C=CC=C1)C(C)(C)C (N-(2-tert-butylphenyl)-N2-(2-tert-butylphenyl)-4-methylbenzamidine). Isolated yield 93.3%. Reaction SMILES: [C:1]([C:5]1[CH:10]=[CH:9][CH:8]=[CH:7][C:6]=1[NH:11][C:12](=O)[C:13]1[CH:18]=[CH:17][C:16]([CH3:19])=[CH:15][CH:14]=1)([CH3:4])([CH3:3])[CH3:2].[C:21]([C:25]1[CH:31]=[CH:30][CH:29]=[CH:28][C:26]=1[NH2:27])([CH3:24])([CH3:23])[CH3:22].[OH-].[Na+]>C1(C)C=CC=CC=1>[C:1]([C:5]1[CH:10]=[CH:9][CH:8]=[CH:7][C:6]=1[NH:11][C:12](=[N:27][C:26]1[CH:28]=[CH:29][CH:30]=[CH:31][C:25]=1[C:21]([CH3:24])([CH3:23])[CH3:22])[C:13]1[CH:18]=[CH:17][C:16]([CH3:19])=[CH:15][CH:14]=1)([CH3:4])([CH3:3])[CH3:2] |f:2.3|. Procedure: 2-tert-butyl-N-(chloro(p-tolyl)methylene)benzenamine (HS Imine II) (2.86 g, 10 mmol) was dissolved in 50 mL of toluene. 2-tert-butylaniline (1.56 mL, 10 mmol) was added dropwise at room temperature, resulting in a yellow solution, which was refluxed overnight. Toluene was removed under vacuum. Sodium hydroxide (100 mL of 0.10 M solution, 10 mmol) was added and the solution was stirred for 1 hour. The solid that deposited was extracted into 150 mL of diethylether. The ether layer was dried with M... Reagents/catalysts: FeO(OH). Starting materials: C(C)(C)(C)OC(=O)NCCCCN(CCCNCC1=CC=C(C=C1)[N+](=O)[O-])C(=O)OC(C)(C)C (1,6-bis-(tert-Butyloxycarbonyl)-11-p-nitrophenyl-1,6,10-triazaundecane), O.NN (hydrazine hydrate). Procedure details: A mixture of the compound obtained in step d) (0.183 g, 0.382 mmol) in EtOH (20 cm3) and of FeO(OH) as catalyst (20 mg) was heated to 60° C. under N2 atmosphere. Then hydrazine hydrate (19.5 mg, 0.60 mmol) was added and the resulting mixture was stirred 18 h at RT. After filtration through celite the solvent was removed at the rotary evaporator to yield a yellow oil which was dried under reduced pressure. (0.112 g, 0.248 mmol, yield 65.0%). Yield: 65.0%. Solvent: CCO (EtOH). Run at time 18 hour. Yields the product C(C)(C)(C)OC(=O)NCCCCN(CCCNCC1=CC=C(C=C1)N)C(=O)OC(C)(C)C (1,6-bis-(tert-Butyloxycarbonyl)-11-p-aminophenyl-1,6,10-triazaundecane). As a reaction SMILES: [C:1]([O:5][C:6]([NH:8][CH2:9][CH2:10][CH2:11][CH2:12][N:13]([C:28]([O:30][C:31]([CH3:34])([CH3:33])[CH3:32])=[O:29])[CH2:14][CH2:15][CH2:16][NH:17][CH2:18][C:19]1[CH:24]=[CH:23][C:22]([N+:25]([O-])=O)=[CH:21][CH:20]=1)=[O:7])([CH3:4])([CH3:3])[CH3:2].O.NN>CCO>[C:1]([O:5][C:6]([NH:8][CH2:9][CH2:10][CH2:11][CH2:12][N:13]([C:28]([O:30][C:31]([CH3:34])([CH3:33])[CH3:32])=[O:29])[CH2:14][CH2:15][CH2:16][NH:17][CH2:18][C:19]1[CH:20]=[CH:21][C:22]([NH2:25])=[CH:23][CH:24]=1)=[O:7])([CH3:4])([CH3:3])[CH3:2] |f:1.2|.